This data is from the Open Reaction Database (ORD), a public repository of structured organic reaction records. The task is: describe an organic reaction: reactants, conditions, products, and yield The reactants are COC1=C(C(=CC=C1)OC)C1=CC(=NN1C1=C(C=C(C=C1)C(N(CCCN(C)C)C)=O)C(C)C)C(=O)NC1(C2CC3CC(CC1C3)C2)C(=O)O (2-[5-(2,6-dimethoxyphenyl)-1-[4-[N-methyl-N-(3-dimethylaminopropyl)carbamoyl]-2-isopropylphenyl]-3-pyrazolylcarbonylamino]-2-adamantanecarboxylic acid), N(CCO)CCO (diethanolamine). Solvent: CCO (EtOH), C(Cl)Cl (DCM). Conditions: time 30 minute. Product: N(CCO)CCO.COC1=C(C(=CC=C1)OC)C1=CC(=NN1C1=C(C=C(C=C1)C(N(CCCN(C)C)C)=O)C(C)C)C(=O)NC1(C2CC3CC(CC1C3)C2)C(=O)O (2-[5-(2,6-Dimethoxyphenyl)-1-[4-[N-methyl-N-(3-dimethylaminopropyl)carbamoyl]-2-isopropylphenyl]-3-pyrazolylcarbonylamino]-2-adamantanecarboxylic acid diethanolamine salt). Isolated yield 26.6%. As a reaction SMILES: [CH3:1][O:2][C:3]1[CH:8]=[CH:7][CH:6]=[C:5]([O:9][CH3:10])[C:4]=1[C:11]1[N:15]([C:16]2[CH:21]=[CH:20][C:19]([C:22](=[O:31])[N:23]([CH3:30])[CH2:24][CH2:25][CH2:26][N:27]([CH3:29])[CH3:28])=[CH:18][C:17]=2[CH:32]([CH3:34])[CH3:33])[N:14]=[C:13]([C:35]([NH:37][C:38]2([C:48]([OH:50])=[O:49])[CH:45]3[CH2:46][CH:41]4[CH2:42][CH:43]([CH2:47][CH:39]2[CH2:40]4)[CH2:44]3)=[O:36])[CH:12]=1.[NH:51]([CH2:55][CH2:56][OH:57])[CH2:52][CH2:53][OH:54]>CCO.C(Cl)Cl>[NH:51]([CH2:55][CH2:56][OH:57])[CH2:52][CH2:53][OH:54].[CH3:10][O:9][C:5]1[CH:6]=[CH:7][CH:8]=[C:3]([O:2][CH3:1])[C:4]=1[C:11]1[N:15]([C:16]2[CH:21]=[CH:20][C:19]([C:22](=[O:31])[N:23]([CH3:30])[CH2:24][CH2:25][CH2:26][N:27]([CH3:28])[CH3:29])=[CH:18][C:17]=2[CH:32]([CH3:34])[CH3:33])[N:14]=[C:13]([C:35]([NH:37][C:38]2([C:48]([OH:50])=[O:49])[CH:39]3[CH2:40][CH:41]4[CH2:42][CH:43]([CH2:44][CH:45]2[CH2:46]4)[CH2:47]3)=[O:36])[CH:12]=1 |f:4.5|. Procedure details: 0.1 g of the compound obtained in EXAMPLE 1' is dissolved in 1.5 ml of EtOH and 1.5 ml of DCM, 0.015 g of diethanolamine is added and the mixture is left stirring for 30 minutes at RT and left overnight at 50° C. The crystallized product formed is drained. 0.03 g of the expected product is obtained, m.p.=200° C. (dec.).